This data is from the Open Reaction Database (ORD), a public repository of structured organic reaction records. The task is: describe an organic reaction: reactants, conditions, products, and yield Reactants: CCO, CCOC(=O)c1ccc(Cl)c(N)c1CSC, O. The product is CCOC(=O)c1ccc(Cl)c(N)c1C. Reaction SMILES: [CH3:18][CH2:19][OH:20].[NH2:1][c:2]1[c:3]([CH2:14][S:15][CH3:16])[c:4]([C:5](=[O:6])[O:7][CH2:8][CH3:9])[cH:10][cH:11][c:12]1[Cl:13].[OH2:17]>>[NH2:1][c:2]1[c:3]([CH3:14])[c:4]([C:5](=[O:6])[O:7][CH2:8][CH3:9])[cH:10][cH:11][c:12]1[Cl:13]. Solvent: C1CCOC1 (THF), C1CCOC1 (THF). RXN SMILES: [OH-].[Li+].[OH:3][C:4]1[CH:9]=[CH:8][C:7]([OH:10])=[CH:6][C:5]=1[C:11](=[O:13])[CH3:12].[CH3:14][O:15][C:16]1[CH:24]=[CH:23][C:19]([C:20](Cl)=O)=[CH:18][CH:17]=1.Cl>C1COCC1>[CH3:14][O:15][C:16]1[CH:24]=[CH:23][C:19]([C:20]2[O:3][C:4]3[C:5]([C:11](=[O:13])[CH:12]=2)=[CH:6][C:7]([OH:10])=[CH:8][CH:9]=3)=[CH:18][CH:17]=1 |f:0.1|. Procedure details: Dry, pulverulent lithium hydroxide (19.7 mmol, 3 equivalents) is added in one portion to a well-stirred solution of 2′,5′-dihydroxyacetophenone (6.4 mmol) in dry THF (5 ml) at −78° C. under an argon atmosphere. The reaction mixture is stirred at −78° C. for one hour and subsequently at −1° C. for two hours. After re-cooling to −78° C., a solution of 4-methoxybenzoyl chloride (6.5 mmol) in THF (10 ml) is added in one portion. The mixture is stirred at −78° C. for one hour and at room temperature ... Run at temperature -1 celsius, time 2 hour. Product: COC1=CC=C(C=2OC3=CC=C(C=C3C(C2)=O)O)C=C1 (4′-methoxy-6-hydroxyflavone). Starting materials: COC1=CC=C(C(=O)Cl)C=C1 (4-methoxybenzoyl chloride), [OH-].[Li+] (lithium hydroxide), OC1=C(C=C(C=C1)O)C(C)=O (2′,5′-dihydroxyacetophenone), ice, Cl (HCl).